Dataset: the Open Reaction Database (ORD), a public repository of structured organic reaction records. Task: describe an organic reaction: reactants, conditions, products, and yield Reactants: O=CC1CC1, NC1CCC(Oc2ccc3c(=O)[nH]ccc3c2)CC1. Product: O=c1[nH]ccc2cc(OC3CCC(NCC4CC4)CC3)ccc12. RXN SMILES: [CH:1]1([CH:4]=[O:5])[CH2:2][CH2:3]1.[NH2:6][CH:7]1[CH2:8][CH2:9][CH:10]([O:13][c:14]2[cH:15][c:16]3[cH:17][cH:18][nH:19][c:20](=[O:24])[c:21]3[cH:22][cH:23]2)[CH2:11][CH2:12]1>>[CH:1]1([CH2:4][NH:6][CH:7]2[CH2:8][CH2:9][CH:10]([O:13][c:14]3[cH:15][c:16]4[cH:17][cH:18][nH:19][c:20](=[O:24])[c:21]4[cH:22][cH:23]3)[CH2:11][CH2:12]2)[CH2:2][CH2:3]1. Reactants: CCN=C=NCCCN(C)C, CN(C)c1ccncc1, ClCCl, Cl, OCc1ccccc1, O=C(O)CCCCCBr. The product is O=C(CCCCCBr)OCc1ccccc1. As a reaction SMILES: [CH3:19][N:20]([CH3:21])[CH2:22][CH2:23][CH2:24][N:25]=[C:26]=[N:27][CH2:28][CH3:29].[CH3:30][N:31]([c:32]1[cH:33][cH:34][n:35][cH:36][cH:37]1)[CH3:38].[Cl:39][CH2:40][Cl:41].[ClH:18].[OH:10][CH2:11][c:12]1[cH:13][cH:14][cH:15][cH:16][cH:17]1.[OH:1][C:2](=[O:3])[CH2:4][CH2:5][CH2:6][CH2:7][CH2:8][Br:9]>>[O:1]([C:2](=[O:3])[CH2:4][CH2:5][CH2:6][CH2:7][CH2:8][Br:9])[CH2:11][c:12]1[cH:13][cH:14][cH:15][cH:16][cH:17]1. Reactants: O=C([O-])O, C1CCOC1, C[Si](C)(C)[N-][Si](C)(C)C, CI, CCOC(C)=O, [Li+], [Na+], CC(C)(C)OC(=O)N1C(C(=O)Nc2cccc(C(=O)c3ccccc3)c2)CSC1c1cccnc1. Reaction SMILES: [C:48](=[O:49])([OH:50])[O-:51].[CH2:53]1[O:54][CH2:55][CH2:56][CH2:57]1.[CH3:1][Si:2]([CH3:3])([CH3:4])[N-:5][Si:6]([CH3:7])([CH3:8])[CH3:9].[CH3:46][I:47].[CH3:58][CH2:59][O:60][C:61](=[O:62])[CH3:63].[Li+:10].[Na+:52].[n:11]1[cH:12][c:13]([CH:17]2[S:18][CH2:19][CH:20]([C:29](=[O:30])[NH:31][c:32]3[cH:33][c:34]([C:38]([c:39]4[cH:40][cH:41][cH:42][cH:43][cH:44]4)=[O:45])[cH:35][cH:36][cH:37]3)[N:21]2[C:22](=[O:23])[O:24][C:25]([CH3:26])([CH3:27])[CH3:28])[cH:14][cH:15][cH:16]1>>[n:11]1[cH:12][c:13]([CH:17]2[S:18][CH2:19][CH:20]([C:29](=[O:30])[N:31]([c:32]3[cH:33][c:34]([C:38]([c:39]4[cH:40][cH:41][cH:42][cH:43][cH:44]4)=[O:45])[cH:35][cH:36][cH:37]3)[CH3:48])[N:21]2[C:22](=[O:23])[O:24][C:25]([CH3:26])([CH3:27])[CH3:28])[cH:14][cH:15][cH:16]1. Product: CN(C(=O)C1CSC(c2cccnc2)N1C(=O)OC(C)(C)C)c1cccc(C(=O)c2ccccc2)c1.